describe an organic reaction: reactants, conditions, products, and yield From a dataset of the Open Reaction Database (ORD), a public repository of structured organic reaction records. Starting materials: [Br-], CCOC(=O)CBr, CCCC[N+](CCCC)(CCCC)CCCC, [K+], COc1ccc2c(c1)NC(=O)C(N=[N+]=[N-])CC2, C1CCOC1, [OH-]. The product is CCOC(=O)CN1C(=O)C(N=[N+]=[N-])CCc2ccc(OC)cc21. Reaction SMILES: [Br-:27].[Br:20][CH2:21][C:22](=[O:23])[O:24][CH2:25][CH3:26].[CH3:28][CH2:29][CH2:30][CH2:31][N+:32]([CH2:33][CH2:34][CH2:35][CH3:36])([CH2:37][CH2:38][CH2:39][CH3:40])[CH2:41][CH2:42][CH2:43][CH3:44].[K+:19].[N:1](=[N+:2]=[N-:3])[CH:4]1[C:5](=[O:17])[NH:6][c:7]2[c:8]([cH:11][cH:12][c:13]([O:15][CH3:16])[cH:14]2)[CH2:9][CH2:10]1.[O:45]1[CH2:46][CH2:47][CH2:48][CH2:49]1.[OH-:18]>>[N:1](=[N+:2]=[N-:3])[CH:4]1[C:5](=[O:17])[N:6]([CH2:21][C:22](=[O:23])[O:24][CH2:25][CH3:26])[c:7]2[c:8]([cH:11][cH:12][c:13]([O:15][CH3:16])[cH:14]2)[CH2:9][CH2:10]1. Starting materials: COc1cc(OC)c(F)c(NCc2ccccc2)c1F, C1CCOC1, [H][H], [OH-], [OH-], [Pd+2]. The product is COc1cc(OC)c(F)c(N)c1F. As a reaction SMILES: [CH2:1]([c:2]1[cH:3][cH:4][cH:5][cH:6][cH:7]1)[NH:8][c:9]1[c:10]([F:20])[c:11]([O:18][CH3:19])[cH:12][c:13]([O:16][CH3:17])[c:14]1[F:15].[CH2:23]1[O:24][CH2:25][CH2:26][CH2:27]1.[H:21][H:22].[OH-:28].[OH-:30].[Pd+2:29]>>[NH2:8][c:9]1[c:10]([F:20])[c:11]([O:18][CH3:19])[cH:12][c:13]([O:16][CH3:17])[c:14]1[F:15]. Starting materials: COC(=O)C=1C=C(C=C(C1)N)C1=CC=C(C=C1)C (5-Amino-4′-methyl-biphenyl-3-carboxylic acid methyl ester), C(C)(=O)OC(C)=O (Acetic anhydride), C1CCOC1 (THF), C(=O)O (formic acid). Run at temperature 65 celsius, time 3 hour. As a reaction SMILES: [C:1](OC(=O)C)(=[O:3])C.C1COCC1.C(O)=O.[CH3:16][O:17][C:18]([C:20]1[CH:21]=[C:22]([C:27]2[CH:32]=[CH:31][C:30]([CH3:33])=[CH:29][CH:28]=2)[CH:23]=[C:24]([NH2:26])[CH:25]=1)=[O:19]>O>[CH3:16][O:17][C:18]([C:20]1[CH:21]=[C:22]([C:27]2[CH:32]=[CH:31][C:30]([CH3:33])=[CH:29][CH:28]=2)[CH:23]=[C:24]([NH:26][CH:1]=[O:3])[CH:25]=1)=[O:19]. Solvent: O (water). Procedure: Acetic anhydride (11.0 g, 108 mmol) was added to THF (15 mL) followed by addition of formic acid (5.09 g, 133 mmol). The mixture was heated to 65° C. for 2.5 hours, then cooled to room temperature. 5-Amino-4′-methyl-biphenyl-3-carboxylic acid methyl ester (5.0 g, 21 mmol) was added, and the reaction mixture was stirred for three hours at 70° C., then cooled to room temperature. The reaction mixture was diluted with water and extracted with ethyl acetate. The combined organic extracts were washed... Yields the product COC(=O)C=1C=C(C=C(C1)NC=O)C1=CC=C(C=C1)C (5-formylamino-4′-methyl-biphenyl-3-carboxylic acid methyl ester). Starting materials: O=C(Cl)c1ccccc1, O=C([O-])O, Nc1cnc(Nc2cccc(Cl)c2)nc1C(F)(F)F, ClCCl, [Na+], c1ccncc1. The product is O=C(Nc1cnc(Nc2cccc(Cl)c2)nc1C(F)(F)F)c1ccccc1. RXN SMILES: [C:26]([c:27]1[cH:28][cH:29][cH:30][cH:31][cH:32]1)(=[O:33])[Cl:34].[C:35](=[O:36])([O-:37])[OH:38].[Cl:1][c:2]1[cH:3][c:4]([NH:8][c:9]2[n:10][cH:11][c:12]([NH2:19])[c:13]([C:15]([F:16])([F:17])[F:18])[n:14]2)[cH:5][cH:6][cH:7]1.[Cl:40][CH2:41][Cl:42].[Na+:39].[cH:20]1[cH:21][cH:22][n:23][cH:24][cH:25]1>>[Cl:1][c:2]1[cH:3][c:4]([NH:8][c:9]2[n:10][cH:11][c:12]([NH:19][C:26]([c:27]3[cH:28][cH:29][cH:30][cH:31][cH:32]3)=[O:33])[c:13]([C:15]([F:16])([F:17])[F:18])[n:14]2)[cH:5][cH:6][cH:7]1. Reactants: NO.Cl (NH2OH.HCl), O1CCC2=C1C=CC(=C2)C(C)=O (1-(2,3-Dihydro-1-benzofuran-5-yl)ethanone), N1=CC=CC=C1 (pyridine). Run in CO (MeOH). Run at temperature 20 celsius, time 16 hour. Product: O1CCC2=C1C=CC(=C2)C(C)=NO (1-(2,3-dihydro-1-benzofuran-5-yl)ethanone oxime). Yield: 98.5%. RXN SMILES: [NH2:1][OH:2].Cl.[O:4]1[C:8]2[CH:9]=[CH:10][C:11]([C:13](=O)[CH3:14])=[CH:12][C:7]=2[CH2:6][CH2:5]1.N1C=CC=CC=1>CO>[O:4]1[C:8]2[CH:9]=[CH:10][C:11]([C:13](=[N:1][OH:2])[CH3:14])=[CH:12][C:7]=2[CH2:6][CH2:5]1 |f:0.1|. Reported procedure: NH2OH.HCl (7.3 g, 105 mmol) was added to a stirred solution of ketone 191 (14.2 g, 87.7 mmol) and pyridine (9.2 mL, 114 mmol) in MeOH (100 mL) and the mixture stirred at 20° C. for 16 h. The solvent was evaporated and the residue partitioned between brine and EtOAc. The organic fraction was dried and the solvent evaporated to give crude 1-(2,3-dihydro-1-benzofuran-5-yl)ethanone oxime (15.3 g, 99%). HCl gas was bubbled through a solution of the oxime (15.3 g, 86.5 mmol) in Ac2O (16.3 mL, 173 mmol... The reactants are C(C)(=S)O (Thioacetic acid), C(C)(C)(C)OC(=O)N1C[C@@H](CC1)O ((R)-3-Hydroxy-pyrrolidine-1-carboxylic acid tert-butyl ester), C1(=CC=CC=C1)P(C1=CC=CC=C1)C1=CC=CC=C1 (Triphenylphosphine), CCOC(=O)/N=N/C(=O)OCC (Diethylazodicarboxylate). Run in C1CCOC1 (THF). Reaction conditions: time 18 hour. The product is C(C)(C)(C)OC(=O)N1C[C@H](CC1)SC(C)=O ((S)-3-Acetylsulfanyl-pyrrolidine-1-carboxylic acid tert-butyl ester). The yield is 89.2%. RXN SMILES: [C:1]([O:5][C:6]([N:8]1[CH2:12][CH2:11][C@@H:10](O)[CH2:9]1)=[O:7])([CH3:4])([CH3:3])[CH3:2].C1(P(C2C=CC=CC=2)C2C=CC=CC=2)C=CC=CC=1.CCOC(/N=N/C(OCC)=O)=O.[C:45]([OH:48])(=[S:47])[CH3:46]>C1COCC1>[C:1]([O:5][C:6]([N:8]1[CH2:12][CH2:11][C@H:10]([S:47][C:45](=[O:48])[CH3:46])[CH2:9]1)=[O:7])([CH3:4])([CH3:3])[CH3:2]. Procedure: 3 g (16 mmol) (R)-3-Hydroxy-pyrrolidine-1-carboxylic acid tert-butyl ester and 4.63 g Triphenylphosphine were dissolved in 70 ml THF. Over a period of 10 min 2.8 ml (17.6 mmol) Diethylazodicarboxylate were added at 0° C. After 10 min 1.26 ml (17.6 mmol) Thioacetic acid was added and the mixture was allowed to come to RT and stirring was continued for 18 h. After evaporation the residue was purified over silica gel (heptane to 20% ethyl acetate in heptane) to give 3.5 g of the expected compound.